Dataset: the Open Reaction Database (ORD), a public repository of structured organic reaction records. Task: describe an organic reaction: reactants, conditions, products, and yield Starting materials: [OH-].[Na+] (sodium hydroxide), ClCCl (Dichloromethane), C(C)OC(=O)[C@H]1CN(CCC1)CCOCCN1C2=C(CCC3=C1C=CC=C3)C=CC=C2 ((R)-N-(2-(2-(10,11-dihydro-5H-dibenz[b,f]azepin-5-yl)ethoxy)ethyl)-3-piperidinecarboxylic acid ethyl ester), Cl (hydrochloric acid). Run in C(C)O (ethanol), O (water). Conditions: time 4 hour. Product: Cl.C1=CC=CC=2N(C3=C(CCC21)C=CC=C3)CCOCCN3C[C@@H](CCC3)C(=O)O ((R)-N-(2-(2-(10,11-Dihydro-5H-dibenz[b,f]azepin-5-yl)ethoxy)ethyl)-3-piperidinecarboxylic acid hydrochloride). Reaction SMILES: C([O:3][C:4]([C@@H:6]1[CH2:11][CH2:10][CH2:9][N:8]([CH2:12][CH2:13][O:14][CH2:15][CH2:16][N:17]2[C:23]3[CH:24]=[CH:25][CH:26]=[CH:27][C:22]=3[CH2:21][CH2:20][C:19]3[CH:28]=[CH:29][CH:30]=[CH:31][C:18]2=3)[CH2:7]1)=[O:5])C.[OH-].[Na+].Cl.[Cl:35]CCl>C(O)C.O>[ClH:35].[CH:28]1[C:19]2[CH2:20][CH2:21][C:22]3[CH:27]=[CH:26][CH:25]=[CH:24][C:23]=3[N:17]([CH2:16][CH2:15][O:14][CH2:13][CH2:12][N:8]3[CH2:9][CH2:10][CH2:11][C@@H:6]([C:4]([OH:5])=[O:3])[CH2:7]3)[C:18]=2[CH:31]=[CH:30][CH:29]=1 |f:1.2,7.8|. Procedure: The above ester was dissolved in ethanol (10 ml) and a 12 N sodium hydroxide solution (1.25 ml) was added. The mixture was stirred at room temperature for 4 h. A concentrated hydrochloric acid solution was added until pH 1. Dichloromethane (300 ml) was added followed by water until the solid material was dissolved. The phases were separated and the organic phase was dried over sodium sulphate. The solvent was evaporated in vacuo to give a residue, which was re-evaporated twice with acetone and t... Reactants: COC=1C(=C2C3CCCCC3CC(C2=CC1)=O)[N+](=O)[O-] (6-Methoxy-5-nitro-2,3,4,4a,10,10a-hexahydro-1H-phenanthren-9-one), BrC1=CC=C(C=C1)OC (4-bromoanisole), C(C)(C)(C)P (t-butyl phosphine), CC(C)([O-])C.[Na+] (sodium t-butoxide). Reagents/catalysts: C(C)(=O)[O-].[Pd+2].C(C)(=O)[O-] (palladium acetate). Run in O1CCCC1 (tetrahydrofuran). Reaction conditions: time 18 hour. Product: COC=1C(=C2C3CCCCC3C(C(C2=CC1)=O)C1=CC=C(C=C1)OC)[N+](=O)[O-] (6-Methoxy-10-(4-methoxy-phenyl)-5-nitro-2,3,4,4a,10,10a-hexahydro-1H-phenanthren-9-one). Yield: 87.1%. RXN SMILES: [CH3:1][O:2][C:3]1[C:4]([N+:18]([O-:20])=[O:19])=[C:5]2[C:14](=[CH:15][CH:16]=1)[C:13](=[O:17])[CH2:12][CH:11]1[CH:6]2[CH2:7][CH2:8][CH2:9][CH2:10]1.Br[C:22]1[CH:27]=[CH:26][C:25]([O:28][CH3:29])=[CH:24][CH:23]=1.C(P)(C)(C)C.CC(C)([O-])C.[Na+]>C([O-])(=O)C.[Pd+2].C([O-])(=O)C.O1CCCC1>[CH3:1][O:2][C:3]1[C:4]([N+:18]([O-:20])=[O:19])=[C:5]2[C:14](=[CH:15][CH:16]=1)[C:13](=[O:17])[CH:12]([C:22]1[CH:27]=[CH:26][C:25]([O:28][CH3:29])=[CH:24][CH:23]=1)[CH:11]1[CH:6]2[CH2:7][CH2:8][CH2:9][CH2:10]1 |f:3.4,5.6.7|. Reported procedure: Combine 6-Methoxy-5-nitro-2,3,4,4a,10,10a-hexahydro-1H-phenanthren-9-one (0.377 g, 1.37 mmol), 4-bromoanisole (0.258 g, 1.37 mmol), palladium acetate (15.5 mg, 0.07 mmol), t-butyl phosphine (0.042 g, 0.208 mmol), sodium t-butoxide (0.145 g, 1.51 mmol), tetrahydrofuran (12.0 mL), and stir under nitrogen atmosphere at 80° C. in a glass bomb. After 18 hours, quench reaction with acetic acid (5 mL) in a glove box and extract with ethyl acetate. Wash the ethyl acetate with sodium bicarbonate solution... Starting materials: CCCCCCC(C)(C)c1ccc(C2CC3(CCC2CCCO)OCCO3)c(O)c1, [Cl-], Cl, [Na+], C1CCOC1. Yields the product CCCCCCC(C)(C)c1ccc(C2CC(=O)CCC2CCCO)c(O)c1. As a reaction SMILES: [CH2:1]1[O:2][C:4]2([O:3][CH2:30]1)[CH2:5][CH:6]([c:14]1[c:15]([OH:29])[cH:16][c:17]([C:20]([CH2:21][CH2:22][CH2:23][CH2:24][CH2:25][CH3:26])([CH3:27])[CH3:28])[cH:18][cH:19]1)[CH:7]([CH2:10][CH2:11][CH2:12][OH:13])[CH2:8][CH2:9]2.[Cl-:33].[ClH:31].[Na+:32].[O:34]1[CH2:35][CH2:36][CH2:37][CH2:38]1>>[O:3]=[C:4]1[CH2:5][CH:6]([c:14]2[c:15]([OH:29])[cH:16][c:17]([C:20]([CH2:21][CH2:22][CH2:23][CH2:24][CH2:25][CH3:26])([CH3:27])[CH3:28])[cH:18][cH:19]2)[CH:7]([CH2:10][CH2:11][CH2:12][OH:13])[CH2:8][CH2:9]1. Product: C(C1=CC=CC=C1)OC1=C(C=C(C=C1)F)C1=NN(C(C1CO)(CCCOC1OCCCC1)C1=CC=CC=C1)C(C(F)(F)F)=O ([3-[2-(benzyloxy)-5-fluorophenyl]-5-phenyl-5-[3-(tetrahydro-2H-pyran-2-yloxy)propyl]-1-(trifluoroacetyl)-4,5-dihydro-1H-pyrazol-4-yl]methanol). Starting materials: C(C1=CC=CC=C1)OC1=C(C=C(C=C1)F)C1=NN(C(C1)(CCCOC1OCCCC1)C1=CC=CC=C1)C(C(F)(F)F)=O (3-[2-(benzyloxy)-5-fluorophenyl]-5-phenyl-5-[3-(tetrahydro-2H-pyran-2-yloxy)propyl]-1-(trifluoroacetyl)-4,5-dihydro-1H-pyrazole), C[Si](C)(C)[N-][Si](C)(C)C.[Na+] (NaHMDS), C=O (paraformaldehyde), C=O (paraformaldehyde). Run at temperature -40 celsius, time 45 minute. Procedure: To a solution of 13.0 g (22.2 mmol) 3-5 in 150 ml of THF at −78° C. was added dropwise a solution of 22.2 ml (44.4 mmol) 2 M NaHMDS in THF. After the addition was complete, the solution was warmed to −40° C. and stirred for 45 min. In a separate flask, 40 g of paraformaldehyde was mixed with 100 ml of mineral oil and heated at 140° C. A stream of argon was passed over the paraformaldehyde/mineral oil mixture and the resulting formaldehyde gas was bubbled into the above solution of C-5 still at −... Solvent: C1CCOC1 (THF), C1CCOC1 (THF). RXN SMILES: [CH2:1]([O:8][C:9]1[CH:14]=[CH:13][C:12]([F:15])=[CH:11][C:10]=1[C:16]1[CH2:20][C:19]([C:31]2[CH:36]=[CH:35][CH:34]=[CH:33][CH:32]=2)([CH2:21][CH2:22][CH2:23][O:24][CH:25]2[CH2:30][CH2:29][CH2:28][CH2:27][O:26]2)[N:18]([C:37](=[O:42])[C:38]([F:41])([F:40])[F:39])[N:17]=1)[C:2]1[CH:7]=[CH:6][CH:5]=[CH:4][CH:3]=1.C[Si]([N-][Si](C)(C)C)(C)C.[Na+].[CH2:53]=[O:54]>C1COCC1>[CH2:1]([O:8][C:9]1[CH:14]=[CH:13][C:12]([F:15])=[CH:11][C:10]=1[C:16]1[CH:20]([CH2:53][OH:54])[C:19]([C:31]2[CH:32]=[CH:33][CH:34]=[CH:35][CH:36]=2)([CH2:21][CH2:22][CH2:23][O:24][CH:25]2[CH2:30][CH2:29][CH2:28][CH2:27][O:26]2)[N:18]([C:37](=[O:42])[C:38]([F:40])([F:39])[F:41])[N:17]=1)[C:2]1[CH:7]=[CH:6][CH:5]=[CH:4][CH:3]=1 |f:1.2|. The reactants are Cc1cc(Cl)c(S(C)(=O)=O)cc1C(=O)O, Cl, NCc1ccccc1. Yields the product Cc1cc(NCc2ccccc2)c(S(C)(=O)=O)cc1C(=O)O. RXN SMILES: [CH3:2][c:3]1[c:4]([C:5](=[O:6])[OH:7])[cH:8][c:9]([S:13](=[O:14])(=[O:15])[CH3:16])[c:10]([Cl:12])[cH:11]1.[Cl:1].[NH2:17][CH2:18][c:19]1[cH:20][cH:21][cH:22][cH:23][cH:24]1>>[CH3:2][c:3]1[c:4]([C:5](=[O:6])[OH:7])[cH:8][c:9]([S:13](=[O:14])(=[O:15])[CH3:16])[c:10]([NH:17][CH2:18][c:19]2[cH:20][cH:21][cH:22][cH:23][cH:24]2)[cH:11]1. The reactants are CCCCc1nc(Cl)c(CO)n1Cc1ccc(-c2cccc(C(=O)O)c2)cc1, C[O-], CC(C)(C)C(=O)OCCl, CN(C)C=O, [Na+]. Product: CCCCc1nc(Cl)c(CO)n1Cc1ccc(-c2cccc(C(=O)OCOC(=O)C(C)(C)C)c2)cc1. Reaction SMILES: [C:1](=[O:2])([OH:3])[c:4]1[cH:5][c:6](-[c:10]2[cH:11][cH:12][c:13]([CH2:16][n:17]3[c:18]([CH2:25][CH2:26][CH2:27][CH3:28])[n:19][c:20]([Cl:24])[c:21]3[CH2:22][OH:23])[cH:14][cH:15]2)[cH:7][cH:8][cH:9]1.[CH3:29][O-:30].[CH3:32][C:33]([C:34](=[O:35])[O:36][CH2:37][Cl:38])([CH3:39])[CH3:40].[CH3:41][N:42]([CH3:43])[CH:44]=[O:45].[Na+:31]>>[C:1]([O:2][CH2:37][O:36][C:34]([C:33]([CH3:32])([CH3:39])[CH3:40])=[O:35])(=[O:3])[c:4]1[cH:5][c:6](-[c:10]2[cH:11][cH:12][c:13]([CH2:16][n:17]3[c:18]([CH2:25][CH2:26][CH2:27][CH3:28])[n:19][c:20]([Cl:24])[c:21]3[CH2:22][OH:23])[cH:14][cH:15]2)[cH:7][cH:8][cH:9]1. Starting materials: BrC1=C2C=CN(C2=CC=C1)C1=NC(=NC=C1)NC1CCC(CC1)C(=O)N1CCC(CC1)O ({4-[4-(4-bromo-indol-1-yl)-pyrimidin-2-ylamino]-cyclohexyl}-(4-hydroxy-piperidin-1-yl)-methanone), S1C=C(C=C1)B(O)O (3-thiophene-boronic acid), C(=O)([O-])[O-].[Na+].[Na+] (Na2CO3), C1(=CC=CC=C1)C (toluene). The reagents and catalysts are C=1C=CC(=CC1)[P](C=2C=CC=CC2)(C=3C=CC=CC3)[Pd]([P](C=4C=CC=CC4)(C=5C=CC=CC5)C=6C=CC=CC6)([P](C=7C=CC=CC7)(C=8C=CC=CC8)C=9C=CC=CC9)[P](C=1C=CC=CC1)(C=1C=CC=CC1)C=1C=CC=CC1 (Pd(PPh3)4). Solvent: CCO (EtOH), O (water). Run at temperature 110 celsius, time 8 hour. The product is [NH4+].[OH-].CO (NH4OH MeOH), OC1CCN(CC1)C(=O)C1CCC(CC1)NC1=NC=CC(=N1)N1C=CC2=C(C=CC=C12)C1=CSC=C1 ((4-hydroxy-piperidin-1-yl)-{4-[4-(4-thiophen-3-yl-indol-1-yl)-pyrimidin-2-ylamino]-cyclohexyl}-methanone). The yield is 63.0%. As a reaction SMILES: Br[C:2]1[CH:10]=[CH:9][CH:8]=[C:7]2[C:3]=1[CH:4]=[CH:5][N:6]2[C:11]1[CH:16]=[CH:15][N:14]=[C:13]([NH:17][CH:18]2[CH2:23][CH2:22][CH:21]([C:24]([N:26]3[CH2:31][CH2:30][CH:29]([OH:32])[CH2:28][CH2:27]3)=[O:25])[CH2:20][CH2:19]2)[N:12]=1.[S:33]1[CH:37]=[CH:36][C:35](B(O)O)=[CH:34]1.[C:41]([O-])([O-])=[O:42].[Na+].[Na+].C1(C)C=CC=CC=1>O.C1C=CC([P]([Pd]([P](C2C=CC=CC=2)(C2C=CC=CC=2)C2C=CC=CC=2)([P](C2C=CC=CC=2)(C2C=CC=CC=2)C2C=CC=CC=2)[P](C2C=CC=CC=2)(C2C=CC=CC=2)C2C=CC=CC=2)(C2C=CC=CC=2)C2C=CC=CC=2)=CC=1.CCO>[NH4+:6].[OH-:25].[CH3:41][OH:42].[OH:32][CH:29]1[CH2:28][CH2:27][N:26]([C:24]([CH:21]2[CH2:20][CH2:19][CH:18]([NH:17][C:13]3[N:12]=[C:11]([N:6]4[C:7]5[C:3](=[C:2]([C:35]6[CH:36]=[CH:37][S:33][CH:34]=6)[CH:10]=[CH:9][CH:8]=5)[CH:4]=[CH:5]4)[CH:16]=[CH:15][N:14]=3)[CH2:23][CH2:22]2)=[O:25])[CH2:31][CH2:30]1 |f:2.3.4,9.10.11,^1:58,60,79,98|. Reported procedure: A mixture of {4-[4-(4-bromo-indol-1-yl)-pyrimidin-2-ylamino]-cyclohexyl}-(4-hydroxy-piperidin-1-yl)-methanone (0.51 g), 3-thiophene-boronic acid (0.16 g) and Na2CO3 (2 M aq, 1.53 mL, degassed), toluene (12 mL, degassed) and EtOH (12 mL) was added to a screw cap pressure flask. To this was added Pd(PPh3)4 (0.035 g), the flask sealed, and the mixture stirred overnight at 110° C. The reaction mixture was then diluted with water, extracted in DCM, washed with water and brine, dried over Na2SO4, and ...